From a dataset of the Open Reaction Database (ORD), a public repository of structured organic reaction records. describe an organic reaction: reactants, conditions, products, and yield Reactants: Cl.C(C1=CC=CC=C1)OC(N[C@H]1CNCC1)=O ((R)-pyrrolidin-3-yl-carbamic acid benzyl ester hydrochloride), C(O)([O-])=O.[Na+] (sodium hydrogen carbonate). Run in C(Cl)Cl (DCM). Yields the product C(C1=CC=CC=C1)OC(N[C@H]1CNCC1)=O ((R)-pyrrolidin-3-yl-carbamic acid benzyl ester). Isolated yield 64.3%. Reaction SMILES: Cl.[CH2:2]([O:9][C:10](=[O:17])[NH:11][C@@H:12]1[CH2:16][CH2:15][NH:14][CH2:13]1)[C:3]1[CH:8]=[CH:7][CH:6]=[CH:5][CH:4]=1.C(=O)([O-])O.[Na+]>C(Cl)Cl>[CH2:2]([O:9][C:10](=[O:17])[NH:11][C@@H:12]1[CH2:16][CH2:15][NH:14][CH2:13]1)[C:3]1[CH:8]=[CH:7][CH:6]=[CH:5][CH:4]=1 |f:0.1,2.3|. Reported procedure: A solution of (R)-pyrrolidin-3-yl-carbamic acid benzyl ester hydrochloride (0.88 g, 3.45 mmol) in DCM is free-based using sodium hydrogen carbonate solution to yield (R)-pyrrolidin-3-yl-carbamic acid benzyl ester (0.487 g, 2.22 mmol). This amine is added to N-{(1S,2R,3S,4R)-4-[2-chloro-6-(2,2-diphenyl-ethylamino)-purin-9-yl]-2,3-dihydroxy-cyclopentyl}-propionamide (Example 4) (0.5 g, 0.96 mmol) and TEA (0.224 g, 2.22 mmol) and then dissolved in NMP (7 ml). The reaction mixture is heated using mi... Reactants: ClC1=NC(=C2N=CN(C2=N1)CC)NC1=CC=C(C=C1)Cl ((2-chloro-9-ethyl-9H-purin-6-yl)-(4-chloro-phenyl)-amine), CC1=NNC(=C1)C (3,5-dimethylpyrazole). Product: ClC1=CC=C(C=C1)NC1=C2N=CN(C2=NC(=N1)N1N=C(C=C1C)C)CC ((4-Chloro-phenyl)-[2-(3,5-dimethyl-pyrazol-1-yl)-9-ethyl-9H-purin-6-yl]-amine). As a reaction SMILES: Cl[C:2]1[N:10]=[C:9]2[C:5]([N:6]=[CH:7][N:8]2[CH2:11][CH3:12])=[C:4]([NH:13][C:14]2[CH:19]=[CH:18][C:17]([Cl:20])=[CH:16][CH:15]=2)[N:3]=1.[CH3:21][C:22]1[CH:26]=[C:25]([CH3:27])[NH:24][N:23]=1>>[Cl:20][C:17]1[CH:18]=[CH:19][C:14]([NH:13][C:4]2[N:3]=[C:2]([N:23]3[C:22]([CH3:21])=[CH:26][C:25]([CH3:27])=[N:24]3)[N:10]=[C:9]3[C:5]=2[N:6]=[CH:7][N:8]3[CH2:11][CH3:12])=[CH:15][CH:16]=1. Procedure: Was prepared according to Example 6 from (2-chloro-9-ethyl-9H-purin-6-yl)-(4-chloro-phenyl)-amine and 3,5-dimethylpyrazole. Reactants: C1=CC=CC=2C3=C(NC4=C(C21)C=CC=C4)C=CC=C3 (9H-tribenz[b,d,f]azepine), BrC1=CC=C(C=C1)Br (1,4-dibromobenzene), [OH-].[K+] (potassium hydroxide), C1CCCC2CCCCC12 (decalin). Reagents/catalysts: [Cu] (copper). The solvent is C(Cl)(Cl)Cl (chloroform). Conditions: temperature 200 celsius. Yields the product BrC1=CC=C(C=C1)N1C2=C(C3=C(C4=C1C=CC=C4)C=CC=C3)C=CC=C2 (9-(4-bromophenyl)-9H-tribenz[b,d,f]azepine). Yield: 25.1%. As a reaction SMILES: [CH:1]1[C:11]2[C:10]3[CH:12]=[CH:13][CH:14]=[CH:15][C:9]=3[NH:8][C:7]3[CH:16]=[CH:17][CH:18]=[CH:19][C:6]=3[C:5]=2[CH:4]=[CH:3][CH:2]=1.[Br:20][C:21]1[CH:26]=[CH:25][C:24](Br)=[CH:23][CH:22]=1.[OH-].[K+].C1C2C(CCCC2)CCC1>[Cu].C(Cl)(Cl)Cl>[Br:20][C:21]1[CH:26]=[CH:25][C:24]([N:8]2[C:9]3[CH:15]=[CH:14][CH:13]=[CH:12][C:10]=3[C:11]3[CH:1]=[CH:2][CH:3]=[CH:4][C:5]=3[C:6]3[CH:19]=[CH:18][CH:17]=[CH:16][C:7]2=3)=[CH:23][CH:22]=1 |f:2.3|. Procedure details: A mixture of 9.2 g (38 mmol) of 9H-tribenz[b,d,f]azepine (synthesized in accordance with J. Org. Chem., vol. 56, p. 3906 (1991)), 44.8 g (190 mmol) of 1,4-dibromobenzene, 5.6 g (100 mmol) of potassium hydroxide, 1.6 g (25 mmol) of copper powder, and 50 ml of decalin was heated at an external temperature of 200° C. for 36 hours in a nitrogen stream while stirring. The reaction mixture was cooled nearly to room temperature, chloroform was added thereto, followed by filtration using Celite to remov... Starting materials: C, CC(C)(C)OC(=O)c1cccc(NC(=O)OCc2ccccc2)c1, CO, O=C[O-], [NH4+], [Pd]. Yields the product CC(C)(C)OC(=O)c1cccc(N)c1. RXN SMILES: [C:31].[CH2:1]([O:2][C:3](=[O:4])[NH:11][c:12]1[cH:13][c:14]([C:15](=[O:16])[O:17][C:18]([CH3:19])([CH3:20])[CH3:21])[cH:22][cH:23][cH:24]1)[c:5]1[cH:6][cH:7][cH:8][cH:9][cH:10]1.[CH3:29][OH:30].[CH:25]([O-:26])=[O:27].[NH4+:28].[Pd:32]>>[NH2:11][c:12]1[cH:13][c:14]([C:15](=[O:16])[O:17][C:18]([CH3:19])([CH3:20])[CH3:21])[cH:22][cH:23][cH:24]1. Reactants: BrCCCCBr, COc1ccc2c(c1)OC=CNC2=O, CN(C)C=O, [H-], [Na+]. Yields the product COc1ccc2c(c1)OC=CN(CCCCBr)C2=O. RXN SMILES: [Br:17][CH2:18][CH2:19][CH2:20][CH2:21][Br:22].[CH3:1][O:2][c:3]1[cH:4][c:5]2[c:6]([cH:13][cH:14]1)[C:7](=[O:12])[NH:8][CH:9]=[CH:10][O:11]2.[CH3:23][N:24]([CH3:25])[CH:26]=[O:27].[H-:15].[Na+:16]>>[CH3:1][O:2][c:3]1[cH:4][c:5]2[c:6]([cH:13][cH:14]1)[C:7](=[O:12])[N:8]([CH2:21][CH2:20][CH2:19][CH2:18][Br:17])[CH:9]=[CH:10][O:11]2. The reactants are ClCCOC=1C=C2C(=C(N(C2=CC1)CC1=CC(=CC=C1)OC)C(=O)OCC)C1=CC=C(C=C1)OC (ethyl 5-(2-chloroethoxy)-1-(3-methoxybenzyl)-3-(4-methoxyphenyl)-1H-indole-2-carboxylate), CN (methylamine). Run in O1CCCC1 (tetrahydrofuran). Reaction conditions: temperature 120 celsius, time 3 day. Product: COC=1C=C(CN2C(=C(C3=CC(=CC=C23)OCCNC)C2=CC=C(C=C2)OC)C(=O)OCC)C=CC1 (Ethyl 1-(3-methoxybenzyl)-3-(4-methoxyphenyl)-5-[2-(methylamino)ethoxy]-1H-indole-2-carboxylate). Reaction SMILES: Cl[CH2:2][CH2:3][O:4][C:5]1[CH:6]=[C:7]2[C:11](=[CH:12][CH:13]=1)[N:10]([CH2:14][C:15]1[CH:20]=[CH:19][CH:18]=[C:17]([O:21][CH3:22])[CH:16]=1)[C:9]([C:23]([O:25][CH2:26][CH3:27])=[O:24])=[C:8]2[C:28]1[CH:33]=[CH:32][C:31]([O:34][CH3:35])=[CH:30][CH:29]=1.[CH3:36][NH2:37]>O1CCCC1>[CH3:22][O:21][C:17]1[CH:16]=[C:15]([CH:20]=[CH:19][CH:18]=1)[CH2:14][N:10]1[C:11]2[C:7](=[CH:6][C:5]([O:4][CH2:3][CH2:2][NH:37][CH3:36])=[CH:13][CH:12]=2)[C:8]([C:28]2[CH:29]=[CH:30][C:31]([O:34][CH3:35])=[CH:32][CH:33]=2)=[C:9]1[C:23]([O:25][CH2:26][CH3:27])=[O:24]. Reported procedure: A reaction mixture of ethyl 5-(2-chloroethoxy)-1-(3-methoxybenzyl)-3-(4-methoxyphenyl)-1H-indole-2-carboxylate (Example 152, 290 mg, 0.588 mmol) and methylamine in tetrahydrofuran (2 M, 40 ml) was sealed in a stainless steel vessel (100 ml, bomb) at 0° C. Then it was heated and stirred at 120° C. for 3 days in a oil bath. Oil bath was removed and the bomb was allowed to cooled to room temperature before opened. The reaction solution was transferred to an round-bottomed flask and solvent was conc... As a reaction SMILES: [NH2:1][CH2:2][C:3]1([CH2:9][C:10]([OH:12])=[O:11])[CH2:8][CH2:7][CH2:6][CH2:5][CH2:4]1.[OH2:13].C(N(C(C)C)CC)(C)C.[ClH:23].O1C[CH2:28][O:27][CH2:26]C1>C(OCC)(=O)C>[Cl:23][CH2:26][O:27][C:28]([NH:1][CH2:2][C:3]1([CH2:9][C:10]([OH:12])=[O:11])[CH2:8][CH2:7][CH2:6][CH2:5][CH2:4]1)=[O:13]. The reactants are Cl (hydrochloric acid), O1CCOCC1 (dioxane), NCC1(CCCCC1)CC(=O)O (1-(aminomethyl)cyclohexaneacetic acid), O (water), C(C)(C)N(CC)C(C)C (diisopropylethylamine), O1CCOCC1 (dioxane). Run at time 3 hour. Solvent: C(C)(=O)OCC (Ethyl acetate). The product is ClCOC(=O)NCC1(CCCCC1)CC(=O)O (1-(chloromethoxycarbonylaminomethyl)cyclohexaneacetic acid). Reported procedure: To a solution of 1-(aminomethyl)cyclohexaneacetic acid (gabapentin, 2.00 g, 11.68 mmol) in a water (30 ml) and dioxane (20 ml) mixture, diisopropylethylamine was added (4.06 ml, 23.36 mmol). In the solution thus obtained, and cooled in a water/ice bath, chloromethyl chloroformiate (1.25 ml, 14.02 mmol) dissolved in dioxane (20 ml) was slowly dropped. At the end of adding, the mixture was allowed to stand 3 hours at room temperature. The mixture was then poured in a 4% hydrochloric acid solution ...